This data is from the Open Reaction Database (ORD), a public repository of structured organic reaction records. The task is: describe an organic reaction: reactants, conditions, products, and yield Reactants: C(C)B(CC)CC (triethylborane), ClC1=NC=C(C=C1)C=1C(N(C=C(C1)C1=NC=CC=C1)C1=CC=CC=C1)=O (3-(2-chloropyridin-5-yl)-5-(2-pyridyl)-1-phenyl-1,2-dihydropyridin-2-one), C([O-])([O-])=O.[K+].[K+] (potassium carbonate), tetrakistriphenylphosphine palladium, O (water). Solvent: CN(C=O)C (dimethylformamide). Conditions: temperature 100 celsius, time 1 hour. The product is C(C)C1=NC=C(C=C1)C=1C(N(C=C(C1)C1=NC=CC=C1)C1=CC=CC=C1)=O (3-(2-Ethylpyridin-5-yl)-5-(2-pyridyl)-1-phenyl-1,2-dihydropyridin-2-one). Reaction SMILES: Cl[C:2]1[CH:7]=[CH:6][C:5]([C:8]2[C:9](=[O:26])[N:10]([C:20]3[CH:25]=[CH:24][CH:23]=[CH:22][CH:21]=3)[CH:11]=[C:12]([C:14]3[CH:19]=[CH:18][CH:17]=[CH:16][N:15]=3)[CH:13]=2)=[CH:4][N:3]=1.C(=O)([O-])[O-].[K+].[K+].[CH2:33](B(CC)CC)[CH3:34].O>CN(C)C=O>[CH2:33]([C:2]1[CH:7]=[CH:6][C:5]([C:8]2[C:9](=[O:26])[N:10]([C:20]3[CH:25]=[CH:24][CH:23]=[CH:22][CH:21]=3)[CH:11]=[C:12]([C:14]3[CH:19]=[CH:18][CH:17]=[CH:16][N:15]=3)[CH:13]=2)=[CH:4][N:3]=1)[CH3:34] |f:1.2.3|. Procedure details: 13 mg of 3-(2-chloropyridin-5-yl)-5-(2-pyridyl)-1-phenyl-1,2-dihydropyridin-2-one was dissolved in 20 ml of dimethylformamide, followed by the addition of 10 mg of potassium carbonate and 2 mg of tetrakistriphenylphosphine palladium. Under stirring at room temperature in nitrogen atmosphere, triethylborane (1.0M tetrahydrofuran solution) was added dropwise thereinto, followed by heating under stirring at 100° C. for 1 hour in nitrogen atmosphere. After the reaction mixture was cooled to room tem... The product is ClCCCCC(C1=CC=C(C=C1)S(=O)(=O)C(F)(F)F)C1=NC(=NN1)NC1=CC(=C(C=C1)N1N=C(N=C1)C)OC (5-(5-chloro-1-(4-(trifluoromethylsulfonyl)phenyl)pentyl)-N-(3-methoxy-4-(3-methyl-1H-1,2,4-triazol-1-yl)phenyl)-1H-1,2,4-triazol-3-amine). The reactants are C(C)(C)N(C(C)C)CC (N,N-diisopropylethylamine), I.COC=1C=C(C=CC1N1N=C(N=C1)C)NC(=N)SC (Methyl 3-methoxy-4-(3-methyl-1H-1,2,4-triazol-1-yl)phenylcarbamimidothioate, hydroiodide), ClCCCCC(C(=O)O)C1=CC=C(C=C1)S(=O)(=O)C(F)(F)F (6-chloro-2-(4-(trifluoromethylsulfonyl)phenyl)hexanoic acid), NN (hydrazine), CN1CCOCC1 (N-methylmorpholine). Reaction SMILES: I.[CH3:2][O:3][C:4]1[CH:5]=[C:6]([NH:16][C:17](SC)=[NH:18])[CH:7]=[CH:8][C:9]=1[N:10]1[CH:14]=[N:13][C:12]([CH3:15])=[N:11]1.[Cl:21][CH2:22][CH2:23][CH2:24][CH2:25][CH:26]([C:30]1[CH:35]=[CH:34][C:33]([S:36]([C:39]([F:42])([F:41])[F:40])(=[O:38])=[O:37])=[CH:32][CH:31]=1)[C:27](O)=O.CN1CCOCC1.C(N(CC)C(C)C)(C)C.[NH2:59][NH2:60]>>[Cl:21][CH2:22][CH2:23][CH2:24][CH2:25][CH:26]([C:27]1[NH:60][N:59]=[C:17]([NH:16][C:6]2[CH:7]=[CH:8][C:9]([N:10]3[CH:14]=[N:13][C:12]([CH3:15])=[N:11]3)=[C:4]([O:3][CH3:2])[CH:5]=2)[N:18]=1)[C:30]1[CH:31]=[CH:32][C:33]([S:36]([C:39]([F:42])([F:40])[F:41])(=[O:37])=[O:38])=[CH:34][CH:35]=1 |f:0.1|. Procedure: Methyl 3-methoxy-4-(3-methyl-1H-1,2,4-triazol-1-yl)phenylcarbamimidothioate, hydroiodide (0.250 g, 0.617 mmol), from preparation F) and 6-chloro-2-(4-(trifluoromethylsulfonyl)phenyl)hexanoic acid (0.221 g, 0.617 mmol, from preparation AAM) were coupled [N-methylmorpholine (0.339 mL, 3.08 mmol) was substituted for N,N-diisopropylethylamine] and then reacted with hydrazine (0.069 mL, 2.21 mmol) using a procedure analogous to Step A of Example 13. After an aqueous workup, 5-(5-chloro-1-(4-(trifluor...